This data is from the Open Reaction Database (ORD), a public repository of structured organic reaction records. The task is: describe an organic reaction: reactants, conditions, products, and yield Reactants: [H-].[Na+] (Sodium hydride), OC=1C=NC=CC1 (3-hydroxypyridine), BrC1=CC(=CC(=C1)Br)Br (1,3,5-tribromobenzene), cuprous oxide, N1=C(C=C(C=C1C)C)C (collidine), N (ammonia), [H][H] (hydrogen). Solvent: C(C)(=O)OCC (ethyl acetate), O (water). Yields the product BrC=1C=C(OC=2C=NC=CC2)C=C(C1)Br (3-(3,5-Dibromophenoxy)pyridine). Isolated yield 34.8%. As a reaction SMILES: [H-].[Na+].[OH:3][C:4]1[CH:5]=[N:6][CH:7]=[CH:8][CH:9]=1.[Br:10][C:11]1[CH:16]=[C:15](Br)[CH:14]=[C:13]([Br:18])[CH:12]=1.N1C(C)=CC(C)=CC=1C.[H][H].N>C(OCC)(=O)C.O>[Br:10][C:11]1[CH:16]=[C:15]([CH:14]=[C:13]([Br:18])[CH:12]=1)[O:3][C:4]1[CH:5]=[N:6][CH:7]=[CH:8][CH:9]=1 |f:0.1|. Reported procedure: Sodium hydride (3.24 g of a 60% dispersion in mineral oil) was added portionwise to a stirred mixture of 3-hydroxypyridine (15.4 g), 1,3,5-tribromobenzene (76.4 g), cuprous oxide (11.6 g) and collidine (400 ml). When evolution of hydrogen had ceased, the mixture was heated at 200° for 8 hours and then cooled. The cool mixture was diluted with ethyl acetate and water, basified with aqueous ammonia (SG 0.880) and then filtered. The filtered residue was washed with ethyl acetate, then the washings ... The reactants are CC1=C2OCOC2CC(C)(C)C1(O)C[Si](C)(C)C, [KH], C1CCOC1, O. Reaction SMILES: [CH3:2][C:3]1=[C:11]2[CH:7]([CH2:6][C:5]([CH3:12])([CH3:13])[C:4]1([CH2:15][Si:14]([CH3:16])([CH3:17])[CH3:18])[OH:19])[O:8][CH2:9][O:10]2.[KH:1].[O:21]1[CH2:22][CH2:23][CH2:24][CH2:25]1.[OH2:20]>>[CH3:2][C:3]1=[C:11]2[CH:7]([CH2:6][C:5]([CH3:12])([CH3:13])[C:4]1=[CH2:15])[O:8][CH2:9][O:10]2. The product is C=C1C(C)=C2OCOC2CC1(C)C. The reactants are ClC1=NC(=CC(=N1)C(=O)Cl)Cl (2,6-dichloro-pyrimidine-4-carboxylic acid chloride), CC1=CC=CC2=C1NC(O2)=O (4-methyl-3H-benzoxazol-2-one), [Cl-].[Cl-].[Cl-].[Al+3] (aluminium trichloride), ice water. The product is ClC1=NC(=CC(=N1)C(=O)C1=CC2=C(NC(O2)=O)C(=C1)C)Cl (6-(2,6-dichloro-pyrimidine-4-carbonyl)-4-methyl-3H-benzoxazol-2-one). Reaction SMILES: [Cl:1][C:2]1[N:7]=[C:6]([C:8](Cl)=[O:9])[CH:5]=[C:4]([Cl:11])[N:3]=1.[CH3:12][C:13]1[C:18]2[NH:19][C:20](=[O:22])[O:21][C:17]=2[CH:16]=[CH:15][CH:14]=1.[Cl-].[Cl-].[Cl-].[Al+3]>>[Cl:1][C:2]1[N:7]=[C:6]([C:8]([C:15]2[CH:14]=[C:13]([CH3:12])[C:18]3[NH:19][C:20](=[O:22])[O:21][C:17]=3[CH:16]=2)=[O:9])[CH:5]=[C:4]([Cl:11])[N:3]=1 |f:2.3.4.5|. Procedure: 2.75 g (13.0 mmol) 2,6-dichloro-pyrimidine-4-carboxylic acid chloride, 1.94 g (13.0 mmol) 4-methyl-3H-benzoxazol-2-one and 6.93 g (52.0 mmol) aluminium trichloride were heated to 125° C. for 1.5 h with stirring. The mixture combined with ice water and the product precipitated as a solid was suction filtered, washed with water and dried i. vac. Run in C(Cl)Cl (CH2Cl2). As a reaction SMILES: [I:1][C:2]1[CH:10]=[CH:9][CH:8]=[CH:7][C:3]=1[C:4](O)=[O:5].C(Cl)(=O)C([Cl:14])=O>CN(C=O)C.C(Cl)Cl>[I:1][C:2]1[CH:10]=[CH:9][CH:8]=[CH:7][C:3]=1[C:4]([Cl:14])=[O:5]. The reactants are IC1=C(C(=O)O)C=CC=C1 (2-Iodobenzoic acid), C(C(=O)Cl)(=O)Cl (oxalyl chloride). Yields the product IC1=C(C(=O)Cl)C=CC=C1 (2-iodobenzoyl chloride). Procedure details: 2-Iodobenzoic acid (65.92 g, 0.266 mol), oxalyl chloride (40.5 g, 0.319 mol), CH2Cl2 (200 mL) and DMF (10 drops) were stirred at RT overnight. The reaction solution was concentrated, toluene was added and the solution concentrated to afford the crude 2-iodobenzoyl chloride. Reagents/catalysts: CN(C)C=O (DMF). The reactants are II (iodine), [I-].[K+] (potassium iodide), CN1C(=CC2=CC=CC=C12)C (1,2-dimethylindole), N1C(=NCCC1)S (1,4,5,6-tetrahydro-2-pyrimidinethiol). Solvent: O (water), CO (methanol), CO (methanol). Reaction conditions: time 2 hour. Product: I.CN1C(=C(C2=CC=CC=C12)SC=1NCCCN1)C (1,2-dimethyl-3-(1,4,5,6-tetrahydro-2-pyrimidinylthio)-indole hydriodide). Reaction SMILES: [I:1]I.[I-].[K+].[CH3:5][N:6]1[C:14]2[C:9](=[CH:10][CH:11]=[CH:12][CH:13]=2)[CH:8]=[C:7]1[CH3:15].[NH:16]1[CH2:21][CH2:20][CH2:19][N:18]=[C:17]1[SH:22]>O.CO>[IH:1].[CH3:5][N:6]1[C:14]2[C:9](=[CH:10][CH:11]=[CH:12][CH:13]=2)[C:8]([S:22][C:17]2[NH:18][CH2:19][CH2:20][CH2:21][N:16]=2)=[C:7]1[CH3:15] |f:1.2,7.8|. Reported procedure: A solution of 12.7 g of iodine and 20 g of potassium iodide in 100 ml water is added dropwise to a mixture of 7.25 g of 1,2-dimethylindole in 30 ml of methanol and 5.8 g of 1,4,5,6-tetrahydro-2-pyrimidinethiol in 120 ml of warm methanol. The reaction mixture is stirred for 2 hours at room temperature. The crystalline precipitate formed was filtered and recrystallized from a mixture of methanol and ethyl acetate to yield 1,2-dimethyl-3-(1,4,5,6-tetrahydro-2-pyrimidinylthio)-indole hydriodide whic...